From a dataset of the Open Reaction Database (ORD), a public repository of structured organic reaction records. describe an organic reaction: reactants, conditions, products, and yield Reactants: C(C)(=O)NCCSC1=C(N2C([C@@H]([C@H]2C1)C(C)(OC(=O)OCC1=CC=C(C=C1)[N+](=O)[O-])C)=O)C(=O)OCC1=CC=C(C=C1)[N+](=O)[O-] (4-nitrobenzyl (5R,6S)-3-(2-acetamidoethylthio)-6-[1-methyl-1-(4-nitrobenzyloxycarbonyloxy)ethyl]-7-oxo-1-azabicyclo[3.2.0]hept-2-ene-2-carboxylate), C(O)([O-])=O.[Na+] (sodium hydrogen carbonate). The reagents and catalysts are [Pd] (palladium-charcoal). Run in O1CCOCC1 (dioxane), O (water), O (water), O1CCOCC1 (dioxane). Reaction conditions: time 30 minute. The product is C(C)(=O)NCCSC1=C(N2C([C@@H]([C@H]2C1)C(C)(C)O)=O)C(=O)[O-].[Na+] (sodium (5R,6S)-3-(2-acetamido-ethylthio)-6-(1-hydroxy-1-methylethyl)-7-oxo-1-azabicyclo[3.2.0]hept-2-ene-2-carboxylate). Reaction SMILES: [C:1]([NH:4][CH2:5][CH2:6][S:7][C:8]1[CH2:14][C@H:13]2[N:10]([C:11](=[O:32])[C@@H:12]2[C:15]([CH3:31])([O:17]C(OCC2C=CC([N+]([O-])=O)=CC=2)=O)[CH3:16])[C:9]=1[C:33]([O:35]CC1C=CC([N+]([O-])=O)=CC=1)=[O:34])(=[O:3])[CH3:2].C(=O)([O-])O.[Na+:50]>O.O1CCOCC1.[Pd]>[C:1]([NH:4][CH2:5][CH2:6][S:7][C:8]1[CH2:14][C@H:13]2[N:10]([C:11](=[O:32])[C@@H:12]2[C:15]([OH:17])([CH3:16])[CH3:31])[C:9]=1[C:33]([O-:35])=[O:34])(=[O:3])[CH3:2].[Na+:50] |f:1.2,6.7|. Reported procedure: A mixture of 5% palladium-charcoal (40.0 mg), water (0.96 ml) and dioxane (2.24 ml) was shaken for 30 minutes under hydrogen atmosphere (40 psi) at ambient temperature. The mixture was added to a solution of 4-nitrobenzyl (5R,6S)-3-(2-acetamidoethylthio)-6-[1-methyl-1-(4-nitrobenzyloxycarbonyloxy)ethyl]-7-oxo-1-azabicyclo[3.2.0]hept-2-ene-2-carboxylate (40.0 mg) in a mixture of water (0.24 ml) and dioxane (0.56 ml), and shaken for 2 hours under hydrogen atmosphere (40 psi) at ambient temperature...